This data is from the Open Reaction Database (ORD), a public repository of structured organic reaction records. The task is: describe an organic reaction: reactants, conditions, products, and yield Starting materials: [BH4-], C1CCOC1, CO, COC(=O)c1nc2ccccn2c1C, [Na+]. Product: Cc1c(CO)nc2ccccn12. Reaction SMILES: [BH4-:1].[CH2:17]1[O:18][CH2:19][CH2:20][CH2:21]1.[CH3:22][OH:23].[CH3:3][c:4]1[c:5]([C:13](=[O:14])[O:15][CH3:16])[n:6][c:7]2[n:8]1[cH:9][cH:10][cH:11][cH:12]2.[Na+:2]>>[CH3:3][c:4]1[c:5]([CH2:13][OH:14])[n:6][c:7]2[n:8]1[cH:9][cH:10][cH:11][cH:12]2. Reaction conditions: temperature 105 celsius. Reagents/catalysts: C=1C=CC(=CC1)[P](C=2C=CC=CC2)(C=3C=CC=CC3)[Pd]([P](C=4C=CC=CC4)(C=5C=CC=CC5)C=6C=CC=CC6)([P](C=7C=CC=CC7)(C=8C=CC=CC8)C=9C=CC=CC9)[P](C=1C=CC=CC1)(C=1C=CC=CC1)C=1C=CC=CC1 (Pd(PPh3)4). Solvent: C1(=CC=CC=C1)C (toluene). Isolated yield 82.0%. The product is FC=1C(=C(C=2C(=NSN2)C1C=1SC=CC1)C=1SC=CC1)F (5,6-Difluoro-4,7-di-thiophen-2-yl-benzo[1,2,5]thiadiazole). RXN SMILES: Br[C:2]1[C:7]2=[N:8][S:9][N:10]=[C:6]2[C:5](Br)=[C:4]([F:12])[C:3]=1[F:13].C([Sn](CCCC)(CCCC)[C:19]1[S:20][CH:21]=[CH:22][CH:23]=1)CCC>C1C=CC([P]([Pd]([P](C2C=CC=CC=2)(C2C=CC=CC=2)C2C=CC=CC=2)([P](C2C=CC=CC=2)(C2C=CC=CC=2)C2C=CC=CC=2)[P](C2C=CC=CC=2)(C2C=CC=CC=2)C2C=CC=CC=2)(C2C=CC=CC=2)C2C=CC=CC=2)=CC=1.C1(C)C=CC=CC=1>[F:13][C:3]1[C:4]([F:12])=[C:5]([C:21]2[S:20][CH:19]=[CH:23][CH:22]=2)[C:6]2[C:7]([C:2]=1[C:19]1[S:20][CH:21]=[CH:22][CH:23]=1)=[N:8][S:9][N:10]=2 |^1:35,37,56,75|. Procedure details: 4,7-Dibromo-5,6-difluoro-benzo[1,2,5]thiadiazole (0.29 g, 1 mmol), tributyl-thiophen-2-yl-stannane (0.86 g, 2.3 mmol), and Pd(PPh3)4 (20 mg) were combined into a 50-mL Schlenk flask. The system was vacuumed and backfilled with argon for three cycles before 20 mL anhydrous toluene was added. The mixture was heated at 105° C. for 4 days. After the reaction was cooled down, the solvent was removed by rotary evaporation. The product was further purified by silica gel column with toluene/hexane (v/v,... Starting materials: BrC1=C(C(=C(C=2C1=NSN2)Br)F)F (4,7-Dibromo-5,6-difluoro-benzo[1,2,5]thiadiazole), C(CCC)[Sn](C=1SC=CC1)(CCCC)CCCC (tributyl-thiophen-2-yl-stannane). Reactants: CC(=O)Oc1cc(C)ccc1C(=S)Nc1cccnc1C(=O)Nc1ccc(Cl)cn1, O=C([O-])[O-], C1CCOC1, CO, ClCCl, Cl, [Na+], [Na+]. The product is Cc1ccc(C(=S)Nc2cccnc2C(=O)Nc2ccc(Cl)cn2)c(O)c1. RXN SMILES: [C:1](=[O:2])([CH3:3])[O:4][c:5]1[c:6]([C:7](=[S:8])[NH:9][c:10]2[c:11]([C:16](=[O:17])[NH:18][c:19]3[n:20][cH:21][c:22]([Cl:25])[cH:23][cH:24]3)[n:12][cH:13][cH:14][cH:15]2)[cH:26][cH:27][c:28]([CH3:30])[cH:29]1.[C:38](=[O:39])([O-:40])[O-:41].[CH2:31]1[O:32][CH2:33][CH2:34][CH2:35]1.[CH3:36][OH:37].[Cl:44][CH2:45][Cl:46].[ClH:47].[Na+:42].[Na+:43]>>[OH:4][c:5]1[c:6]([C:7](=[S:8])[NH:9][c:10]2[c:11]([C:16](=[O:17])[NH:18][c:19]3[n:20][cH:21][c:22]([Cl:25])[cH:23][cH:24]3)[n:12][cH:13][cH:14][cH:15]2)[cH:26][cH:27][c:28]([CH3:30])[cH:29]1.